From a dataset of the Open Reaction Database (ORD), a public repository of structured organic reaction records. describe an organic reaction: reactants, conditions, products, and yield Starting materials: O (water), CC=1C=C(C=C(C1)C)SC1=C(C#N)C(=CC=C1)F (2-[(3,5-Dimethylphenyl)thio]-6-fluorobenzonitrile), OOS(=O)[O-].[K+] (OXONE), OOS(=O)[O-].[K+] (OXONE). Solvent: CO (methanol). Yields the product CC=1C=C(C=C(C1)C)S(=O)(=O)C1=C(C#N)C(=CC=C1)F (2-[(3,5-dimethylphenyl)sulfonyl]-6-fluorobenzonitrile). The yield is 65.0%. As a reaction SMILES: [CH3:1][C:2]1[CH:3]=[C:4]([S:9][C:10]2[CH:17]=[CH:16][CH:15]=[C:14]([F:18])[C:11]=2[C:12]#[N:13])[CH:5]=[C:6]([CH3:8])[CH:7]=1.[OH:19]OS([O-])=O.[K+].[OH2:25]>CO>[CH3:8][C:6]1[CH:5]=[C:4]([S:9]([C:10]2[CH:17]=[CH:16][CH:15]=[C:14]([F:18])[C:11]=2[C:12]#[N:13])(=[O:19])=[O:25])[CH:3]=[C:2]([CH3:1])[CH:7]=1 |f:1.2|. Procedure details: 2-[(3,5-Dimethylphenyl)thio]-6-fluorobenzonitrile (Example 18) (1.0 g 3.9 mmol) was dissolved in 100 ml of methanol. A solution of OXONE®.dagger. (5.26 g, 8.6 mmol) in 30 ml of water was added dropwise with stirring. After stirring 1 h, another 1.5 equivalents of OXONE® (3.60 g 5.9 mmol) was added. The reaction was stirred for 18 h. The solid was removed by vacuum filtration and washed with 200 ml of methanol, then with 2×60 ml of acetone. The filtrate was concentrated to dryness and chromatogra... Reactants: ClC1=C(C(=CC=C1Cl)O)O (3,4-dichloro-1,2-benzenediol), C([O-])([O-])=O.[K+].[K+] (potassium carbonate), CI (methyl iodide). Run in CC(=O)C (acetone). The product is ClC1=C(C(=C(C=C1)OC)OC)Cl (1,2-dichloro-3,4-dimethoxybenzene). Yield: 91.9%. RXN SMILES: [Cl:1][C:2]1[C:7]([Cl:8])=[CH:6][CH:5]=[C:4]([OH:9])[C:3]=1O.[C:11](=[O:14])([O-])[O-].[K+].[K+].[CH3:17]I>CC(C)=O>[Cl:8][C:7]1[CH:6]=[CH:5][C:4]([O:9][CH3:17])=[C:3]([O:14][CH3:11])[C:2]=1[Cl:1] |f:1.2.3|. Reported procedure: A suspension of 104 g of 3,4-dichloro-1,2-benzenediol, 240 g of potassium carbonate and 354 g of methyl iodide in 2 litters of acetone is refluxed for 2 hours. The reaction mixture is filtered and washed with acetone. The filtrate and the washings are combined and evaporated to remove solvent. Water is added to the residue and the mixture is extracted with ethyl acetate. The extract is washed with water, dried and evaporated to remove solvent. The residue is distilled under reduced pressure to g... The product is NC(C(=O)OCC1=CC=CC=C1)CCCC (Aminocaproic Acid, Benzyl Ester). Isolated yield 151.1%. Procedure details: To N-Boc-aminocaproic acid, benzyl ester (1.125 g, 3.50 mmol) in dichloromethane (4 ml) was added trifluoroacetic acid (8 ml) and the mixture stirred at room temperature for 10 minutes. The solvents were removed in vacuo to give the title compound (1.17 g, 100%) as an oil. Run in ClCCl (dichloromethane). Reaction conditions: time 10 minute. Reactants: C(=O)(OC(C)(C)C)NC(C(=O)OCC1=CC=CC=C1)CCCC (N-Boc-aminocaproic acid, benzyl ester), FC(C(=O)O)(F)F (trifluoroacetic acid). As a reaction SMILES: C([NH:8][CH:9]([CH2:20][CH2:21][CH2:22][CH3:23])[C:10]([O:12][CH2:13][C:14]1[CH:19]=[CH:18][CH:17]=[CH:16][CH:15]=1)=[O:11])(OC(C)(C)C)=O.FC(F)(F)C(O)=O>ClCCl>[NH2:8][CH:9]([CH2:20][CH2:21][CH2:22][CH3:23])[C:10]([O:12][CH2:13][C:14]1[CH:19]=[CH:18][CH:17]=[CH:16][CH:15]=1)=[O:11]. Starting materials: [OH-].[K+] (potassium hydroxide), Cl (hydrochloric acid), C(CC(=O)OCC)(=O)OCC (Diethyl malonate), [Na] (sodium), CC1=C(C2=CC=CC=C2C=C1C)C=CC(C)=O (1-(2,3-Dimethylnaphth-1-yl)but-1-en-3-one). Run in C(C)O (ethanol). Yields the product OC1=CC(CC(C1)C1=C(C(=CC2=CC=CC=C12)C)C)=O (3-hydroxy-5-(2,3-dimethylnaphth-1-yl)-cyclohex-2-en-1-one). Reaction SMILES: C(OCC)(=O)[CH2:2][C:3](OCC)=[O:4].[Na].[CH3:13][C:14]1[C:23]([CH3:24])=[CH:22][C:21]2[C:16](=[CH:17][CH:18]=[CH:19][CH:20]=2)[C:15]=1[CH:25]=[CH:26][C:27](=[O:29])[CH3:28].[OH-].[K+].Cl>C(O)C>[OH:29][C:27]1[CH2:26][CH:25]([C:15]2[C:16]3[C:21](=[CH:20][CH:19]=[CH:18][CH:17]=3)[CH:22]=[C:23]([CH3:24])[C:14]=2[CH3:13])[CH2:2][C:3](=[O:4])[CH:28]=1 |f:3.4,^1:11|. Reported procedure: Diethyl malonate (9.82 g) was added to a solution of sodium metal (1.41 g) in anhdrous absolute ethanol (50 ml). 1-(2,3-Dimethylnaphth-1-yl)but-1-en-3-one (12.5 g) was added to the solution and the mixture was heated under reflux for 2 hr. A slight excess of an aqueous solution of potassium hydroxide was added and the mixture was heated under reflux for a further 5 hr. The hot mixture was acidified by dropwise addition of a dilute aqueous hydrochloric acid solution. After cooling, the product wa... Starting materials: CNC(=O)CCN(CC1CC1)c1nc(Cl)ncc1Br, O=C([O-])[O-], C1COCCO1, [Cs+], [Cs+], O=C(C=Cc1ccccc1)C=Cc1ccccc1, O=C(C=Cc1ccccc1)C=Cc1ccccc1, O=C(C=Cc1ccccc1)C=Cc1ccccc1, [Pd], [Pd]. Yields the product CN1C(=O)CCN(CC2CC2)c2nc(Cl)ncc21. As a reaction SMILES: [Br:1][c:2]1[c:3]([N:9]([CH2:10][CH2:11][C:12](=[O:13])[NH:14][CH3:15])[CH2:16][CH:17]2[CH2:18][CH2:19]2)[n:4][c:5]([Cl:8])[n:6][cH:7]1.[C:20](=[O:21])([O-:22])[O-:23].[CH2:26]1[O:27][CH2:28][CH2:29][O:30][CH2:31]1.[Cs+:24].[Cs+:25].[O:34]=[C:35]([CH:36]=[CH:37][c:38]1[cH:39][cH:40][cH:41][cH:42][cH:43]1)[CH:44]=[CH:45][c:46]1[cH:47][cH:48][cH:49][cH:50][cH:51]1.[O:52]=[C:53]([CH:54]=[CH:55][c:56]1[cH:57][cH:58][cH:59][cH:60][cH:61]1)[CH:62]=[CH:63][c:64]1[cH:65][cH:66][cH:67][cH:68][cH:69]1.[O:70]=[C:71]([CH:72]=[CH:73][c:74]1[cH:75][cH:76][cH:77][cH:78][cH:79]1)[CH:80]=[CH:81][c:82]1[cH:83][cH:84][cH:85][cH:86][cH:87]1.[Pd:32].[Pd:33]>>[c:2]12[c:3]([n:4][c:5]([Cl:8])[n:6][cH:7]1)[N:9]([CH2:16][CH:17]1[CH2:18][CH2:19]1)[CH2:10][CH2:11][C:12](=[O:13])[N:14]2[CH3:15]. Reactants: CN(C)C=O, CCOC(C)=O, O=C=Nc1ccc(C(F)(F)F)cc1, CC(=O)Nc1nc2ccc(Oc3cccc(N)c3)c(C#N)c2s1. Product: CC(=O)Nc1nc2ccc(Oc3cccc(NC(=O)Nc4ccc(C(F)(F)F)cc4)c3)c(C#N)c2s1. RXN SMILES: [CH3:37][N:38]([CH3:39])[CH:40]=[O:41].[CH3:42][CH2:43][O:44][C:45](=[O:46])[CH3:47].[N:24](=[C:25]=[O:26])[c:27]1[cH:28][cH:29][c:30]([C:33]([F:34])([F:35])[F:36])[cH:31][cH:32]1.[NH2:1][c:2]1[cH:3][c:4]([O:5][c:6]2[c:7]([C:19]#[N:20])[c:8]3[c:9]([n:10][c:11]([NH:13][C:14]([CH3:15])=[O:16])[s:12]3)[cH:17][cH:18]2)[cH:21][cH:22][cH:23]1>>[NH:1]([c:2]1[cH:3][c:4]([O:5][c:6]2[c:7]([C:19]#[N:20])[c:8]3[c:9]([n:10][c:11]([NH:13][C:14]([CH3:15])=[O:16])[s:12]3)[cH:17][cH:18]2)[cH:21][cH:22][cH:23]1)[C:25]([NH:24][c:27]1[cH:28][cH:29][c:30]([C:33]([F:34])([F:35])[F:36])[cH:31][cH:32]1)=[O:26].